From a dataset of the Open Reaction Database (ORD), a public repository of structured organic reaction records. describe an organic reaction: reactants, conditions, products, and yield Reactants: OC(CNC(C1=C(N=CC=C1)OC=1C=NC=CC1)=O)C1=CC=CC=C1 (N-(2-Hydroxy-2-phenyl-ethyl)-2-(pyridin-3-yloxy)-nicotinamide), P(=O)(Cl)(Cl)Cl (phosphorus oxychloride). Run in C1(=CC=CC=C1)C (toluene). Yields the product C1(=CC=CC=C1)C1CN=C(O1)C=1C(=NC=CC1)OC=1C=NC=CC1 (3-(5-Phenyl-4,5-dihydro-oxazol-2-yl)-2-(Pyridin-3-yloxy)-pyridine). Yield: 10.2%. As a reaction SMILES: O[CH:2]([C:20]1[CH:25]=[CH:24][CH:23]=[CH:22][CH:21]=1)[CH2:3][NH:4][C:5](=[O:19])[C:6]1[CH:11]=[CH:10][CH:9]=[N:8][C:7]=1[O:12][C:13]1[CH:14]=[N:15][CH:16]=[CH:17][CH:18]=1.P(Cl)(Cl)(Cl)=O>C1(C)C=CC=CC=1>[C:20]1([CH:2]2[O:19][C:5]([C:6]3[C:7]([O:12][C:13]4[CH:14]=[N:15][CH:16]=[CH:17][CH:18]=4)=[N:8][CH:9]=[CH:10][CH:11]=3)=[N:4][CH2:3]2)[CH:25]=[CH:24][CH:23]=[CH:22][CH:21]=1. Procedure: A solution of N-(2-Hydroxy-2-phenyl-ethyl)-2-(pyridin-3-yloxy)-nicotinamide (0.450 grams, 1.3 mmole) and phosphorus oxychloride (1.25 ml, 13 mmole) in toluene (5 ml) was stirred over night. The mixture was concentrated to dryness and dissolved in methanol (5 ml) and potassium carbonate (0.500 g) was added. The mixture was stirred at room temperature over night. The mixture was poured into water and extracted with ethyl acetate. The combined organics were washed with water and brine, dried over N... The product is C(C1=CC=CC=C1)OC1=C(C=C(C[C@H](C(=O)O)CC(N2CCC(CC2)N2C(NC3=C(CC2)C=CC=C3)=O)=O)C=C1C)C ((S)-2-(4-benzyloxy-3,5-dimethyl-benzyl)-4-oxo-4-[4-(2-oxo-1,2,4,5-tetrahydro-1,3-benzodiazepin-3-yl)-piperidin-1-yl]-butanoic acid). Procedure details: A solution of 200 mg (8.35 mmol) LiOH in 40 mL water was added to a solution of 2.43 g (4.16 mmol) methyl(S)-2-(4-benzyloxy-3,5-dimethyl-benzyl)-4-oxo-4-[4-(2-oxo-1,2,4,5-tetrahydro-1,3-benzodiazepin-3-yl)-piperidin-1-yl]-butanoate in 80 mL THF and the reaction mixture was stirred for 1 h at RT. The mixture was evaporated down i.vac., the residue was taken up in 100 mL water and acidified with 2 M HCl with stirring. The precipitate formed was separated off and dried at 40° C. Conditions: time 1 hour. Reaction SMILES: [Li+].[OH-].[CH2:3]([O:10][C:11]1[C:43]([CH3:44])=[CH:42][C:14]([CH2:15][C@@H:16]([CH2:21][C:22](=[O:41])[N:23]2[CH2:28][CH2:27][CH:26]([N:29]3[CH2:35][CH2:34][C:33]4[CH:36]=[CH:37][CH:38]=[CH:39][C:32]=4[NH:31][C:30]3=[O:40])[CH2:25][CH2:24]2)[C:17]([O:19]C)=[O:18])=[CH:13][C:12]=1[CH3:45])[C:4]1[CH:9]=[CH:8][CH:7]=[CH:6][CH:5]=1>O.C1COCC1>[CH2:3]([O:10][C:11]1[C:43]([CH3:44])=[CH:42][C:14]([CH2:15][C@@H:16]([CH2:21][C:22](=[O:41])[N:23]2[CH2:28][CH2:27][CH:26]([N:29]3[CH2:35][CH2:34][C:33]4[CH:36]=[CH:37][CH:38]=[CH:39][C:32]=4[NH:31][C:30]3=[O:40])[CH2:25][CH2:24]2)[C:17]([OH:19])=[O:18])=[CH:13][C:12]=1[CH3:45])[C:4]1[CH:5]=[CH:6][CH:7]=[CH:8][CH:9]=1 |f:0.1|. Reactants: [Li+].[OH-] (LiOH), C(C1=CC=CC=C1)OC1=C(C=C(C[C@H](C(=O)OC)CC(N2CCC(CC2)N2C(NC3=C(CC2)C=CC=C3)=O)=O)C=C1C)C (methyl(S)-2-(4-benzyloxy-3,5-dimethyl-benzyl)-4-oxo-4-[4-(2-oxo-1,2,4,5-tetrahydro-1,3-benzodiazepin-3-yl)-piperidin-1-yl]-butanoate). Run in O (water), C1CCOC1 (THF). The reactants are OC1CC(CC1)(P(OC(C)C)(=O)OC(C)C)P(OC(C)C)(=O)OC(C)C (Tetraisopropyl 3-hydroxycyclopentane-1,1-diphosphonate), C(Cl)(Cl)(Cl)Cl (CCl4), C1(=CC=CC=C1)P(C1=CC=CC=C1)C1=CC=CC=C1 (Triphenylphosphine). Yields the product ClC1CC(CC1)(P(O)(=O)O)P(O)(=O)O (3-chlorocyclopentane-1,1 diphosphonic acid). Isolated yield 69.0%. Reaction SMILES: O[CH:2]1[CH2:6][CH2:5][C:4]([P:17]([O:23]C(C)C)(=[O:22])[O:18]C(C)C)([P:7]([O:13]C(C)C)(=[O:12])[O:8]C(C)C)[CH2:3]1.C1(P(C2C=CC=CC=2)C2C=CC=CC=2)C=CC=CC=1.C(Cl)(Cl)(Cl)[Cl:47]>>[Cl:47][CH:2]1[CH2:6][CH2:5][C:4]([P:17]([OH:23])(=[O:22])[OH:18])([P:7]([OH:13])(=[O:12])[OH:8])[CH2:3]1. Procedure details: Tetraisopropyl 3-hydroxycyclopentane-1,1-diphosphonate (3.00 g, 7.24 mmol) was dissolved in 50 mL dry CCl4. Triphenylphosphine (3.80 g, 14.5 mmol) was added and the mixture was refluxed for 72 h. The mixture was filtered, concentrated, and the residue chromatographed (3:2 hexane:THF) on silica gel to afford 2.15 g (69%) of the desired product as a clear, viscous oil: 1H NMR (CDCl3) chemical shift 4.97-4.68 (m, 4H, OCHMe2), 4.24 (m, 1H, J=7 Hz, CHOH), 2.65-1.87 (m, 6H, ring CH2), 1.36 (d, 24H, J=... The reactants are C(C)[Si](CC)(CC)C#CC=1C=C2C=CNC2=CC1 (5-((triethylsilyl)ethynyl)-1H-indole), [F-].C(CCC)[N+](CCCC)(CCCC)CCCC (tetrabutylammonium fluoride). The solvent is C1CCOC1 (THF). Reaction conditions: time 30 minute. Product: C(#C)C=1C=C2C=CNC2=CC1 (5-ethynyl-1H-indole). As a reaction SMILES: C([Si]([C:8]#[C:9][C:10]1[CH:11]=[C:12]2[C:16](=[CH:17][CH:18]=1)[NH:15][CH:14]=[CH:13]2)(CC)CC)C.[F-].C([N+](CCCC)(CCCC)CCCC)CCC>C1COCC1>[C:9]([C:10]1[CH:11]=[C:12]2[C:16](=[CH:17][CH:18]=1)[NH:15][CH:14]=[CH:13]2)#[CH:8] |f:1.2|. Reported procedure: To a stirred solution of 5-((triethylsilyl)ethynyl)-1H-indole (from the previous step) in THF (0.2 M) cooled at 0° C. was treated with a solution (0.5 eq.) of tetrabutylammonium fluoride in a dropwise fashion. The reaction mixture turned black and was continued to stir for 30 minutes before warming up to rt. TLC showed full conversion. The reaction was quenched with water and was extracted with diethylether. Combined organic layers were dried over anhydrous Na2SO4 and concentrated using rotary e... Starting materials: N1C(=NC2=C1C=CC=C2)C(C2=C(C=CC(=C2)C)O)O (2-[(1H-benzimidazol-2-yl)hydroxymethyl]-4-methylphenol), CS(=O)(=O)O (methanesulfonic acid), CN1CCC(CC1)O (1-methyl-4-piperidinol). The solvent is ClCCCl (1,2-dichloroethane), CN1C(CCC1)=O (N-methylpyrrolidinone), O (water), ClCCl (dichloromethane), [OH-].[Na+] (sodium hydroxide). Reaction conditions: temperature 90 celsius. The product is N1C(=NC2=C1C=CC=C2)C(C2=C(C=CC(=C2)C)O)OC2CCN(CC2)C (2-[(1H-benzimidazol-2-yl)(1-methylpiperidin-4-yloxy)methyl]-4-methylphenol). Reaction SMILES: [NH:1]1[C:5]2[CH:6]=[CH:7][CH:8]=[CH:9][C:4]=2[N:3]=[C:2]1[CH:10]([OH:19])[C:11]1[CH:16]=[C:15]([CH3:17])[CH:14]=[CH:13][C:12]=1[OH:18].CS(O)(=O)=O.[CH3:25][N:26]1[CH2:31][CH2:30][CH:29](O)[CH2:28][CH2:27]1>ClCCCl.CN1CCCC1=O.O.ClCCl.[OH-].[Na+]>[NH:1]1[C:5]2[CH:6]=[CH:7][CH:8]=[CH:9][C:4]=2[N:3]=[C:2]1[CH:10]([O:19][CH:29]1[CH2:30][CH2:31][N:26]([CH3:25])[CH2:27][CH2:28]1)[C:11]1[CH:16]=[C:15]([CH3:17])[CH:14]=[CH:13][C:12]=1[OH:18] |f:7.8|. Reported procedure: A mixture of 2-[(1H-benzimidazol-2-yl)hydroxymethyl]-4-methylphenol (prepared according to procedure 561B) (360 mg), methanesulfonic acid (500 μL) and 1-methyl-4-piperidinol (500 mg) in 1,2-dichloroethane (20 mL) and N-methylpyrrolidinone (2 mL) is warmed at 90° C. for 2 h. After cooling at 0° C., the mixture is diluted with water and dichloromethane and concentrated sodium hydroxide slowly added up to pH 9. Organic phase is then dried over magnesium sulfate and concentrated under reduced pressu... Reactants: N1(CCOCC1)C(CCC1=CC=C(C=C1)N1CCN(CC1)C(=O)OC(C)(C)C)=O (tert-butyl 4-[4-(3-morpholin-4-yl-3-oxopropyl)phenyl]piperazine-1-carboxylate), Cl.O1CCOCC1 (HCl dioxane). Run at time 1 hour. Product: Cl.Cl.N1(CCNCC1)C1=CC=C(C=C1)CCC(=O)N1CCOCC1 (4-[3-(4-piperazin-1-ylphenyl)propanoyl]morpholine dihydrochloride). Reaction SMILES: [N:1]1([C:7](=[O:29])[CH2:8][CH2:9][C:10]2[CH:15]=[CH:14][C:13]([N:16]3[CH2:21][CH2:20][N:19](C(OC(C)(C)C)=O)[CH2:18][CH2:17]3)=[CH:12][CH:11]=2)[CH2:6][CH2:5][O:4][CH2:3][CH2:2]1.[ClH:30].O1CCOCC1>>[ClH:30].[ClH:30].[N:16]1([C:13]2[CH:14]=[CH:15][C:10]([CH2:9][CH2:8][C:7]([N:1]3[CH2:2][CH2:3][O:4][CH2:5][CH2:6]3)=[O:29])=[CH:11][CH:12]=2)[CH2:17][CH2:18][NH:19][CH2:20][CH2:21]1 |f:1.2,3.4.5|. Procedure: A mixture of Example 4C (317 mg, 0.787 mmol) in 4N HCl/dioxane was allowed to stand for 1 hour and concentrated to provide the desired product.